From a dataset of the Open Reaction Database (ORD), a public repository of structured organic reaction records. describe an organic reaction: reactants, conditions, products, and yield The reactants are COC1=CC=C(C=C1)B(O)O (4-Methoxyphenylboronic acid), ClC=1C=C(C(=O)OCC)C=CN1 (ethyl 2-chloroisonicotinate). The product is COC1=CC=C(C=C1)C=1C=C(C(=O)OCC)C=CN1 (ethyl 2-(4-methoxyphenyl)isonicotinate). As a reaction SMILES: [CH3:1][O:2][C:3]1[CH:8]=[CH:7][C:6](B(O)O)=[CH:5][CH:4]=1.Cl[C:13]1[CH:14]=[C:15]([CH:21]=[CH:22][N:23]=1)[C:16]([O:18][CH2:19][CH3:20])=[O:17]>>[CH3:1][O:2][C:3]1[CH:8]=[CH:7][C:6]([C:13]2[CH:14]=[C:15]([CH:21]=[CH:22][N:23]=2)[C:16]([O:18][CH2:19][CH3:20])=[O:17])=[CH:5][CH:4]=1. Reported procedure: 4-Methoxyphenylboronic acid (179 mg) and ethyl 2-chloroisonicotinate (200 mg) were treated in the same manner as in Preparation Example 1 to obtain the title compound. Starting materials: BrC1=C(C=C(C=C1)C(=O)N1CCN(CC1)C1=NC=C(C=C1C)C)F ((4-bromo-3-fluorophenyl)[4-(3,5-dimethylpyridin-2-yl)piperazin-1-yl]methanone), CC=1C(=NC=C(C1)C)N1CCN(CC1)C(=O)C1=CC(=C(C=C1)N1C(N(C(C1C)=O)CC1=CC=C(C=C1)OC)=O)F (1-{4-[4-(3,5-dimethylpyridin-2-yl)piperazine-1-carbonyl]-2-fluorophenyl}-3-(4-methoxybenzyl)-5-methylimidazolidine-2,4-dione), COC1=CC=C(CN2C(NC(C2=O)C)=O)C=C1 (3-(4-methoxybenzyl)-5-methylimidazolidine-2,4-dione). Product: CC=1C(=NC=C(C1)C)N1CCN(CC1)C(=O)C1=CC(=C(C=C1)N1C(NC(C1C)=O)=O)F (1-{4-[4-(3,5-dimethylpyridin-2-yl)piperazine-1-carbonyl]-2-fluorophenyl}-5-methylimidazolidine-2,4-dione). Reaction SMILES: BrC1C=CC(C(N2CCN(C3C(C)=CC(C)=CN=3)CC2)=O)=CC=1F.COC1C=CC(CN2C(=O)C(C)NC2=O)=CC=1.[CH3:42][C:43]1[C:44]([N:50]2[CH2:55][CH2:54][N:53]([C:56]([C:58]3[CH:63]=[CH:62][C:61]([N:64]4[CH:68]([CH3:69])[C:67](=[O:70])[N:66](CC5C=CC(OC)=CC=5)[C:65]4=[O:80])=[C:60]([F:81])[CH:59]=3)=[O:57])[CH2:52][CH2:51]2)=[N:45][CH:46]=[C:47]([CH3:49])[CH:48]=1>>[CH3:42][C:43]1[C:44]([N:50]2[CH2:51][CH2:52][N:53]([C:56]([C:58]3[CH:63]=[CH:62][C:61]([N:64]4[CH:68]([CH3:69])[C:67](=[O:70])[NH:66][C:65]4=[O:80])=[C:60]([F:81])[CH:59]=3)=[O:57])[CH2:54][CH2:55]2)=[N:45][CH:46]=[C:47]([CH3:49])[CH:48]=1. Procedure: Using (4-bromo-3-fluorophenyl)[4-(3,5-dimethylpyridin-2-yl)piperazin-1-yl]methanone (314 mg) described in Preparation Example 125 and 3-(4-methoxybenzyl)-5-methylimidazolidine-2,4-dione (225 mg) described in Preparation Example 51 and by the reaction and treatment in the same manner as in Example 508, the title compound (141 mg) was obtained via 1-{4-[4-(3,5-dimethylpyridin-2-yl)piperazine-1-carbonyl]-2-fluorophenyl}-3-(4-methoxybenzyl)-5-methylimidazolidine-2,4-dione.